The task is: describe an organic reaction: reactants, conditions, products, and yield. This data is from the Open Reaction Database (ORD), a public repository of structured organic reaction records. Reactants: CN(C)CC1C(=C\C(\CC1)=C/C=1C=C(C(=O)O)C=CC1)C1=CC(=CC=C1)OC (Z-3-[4-dimethylaminomethyl-3-(3-methoxy-phenyl)-cyclohex-2-enylidenemethyl]-benzoic acid), C(C)NCC (diethylamine), [Cl-].[Na+] (sodium chloride), C1CCC(CC1)N=C=NC2CCCCC2 (DCC), OC1C(=O)NC(C1)=O (hydroxysuccinimide). The solvent is CN(C=O)C (dimethylformamide). Run at temperature 0 celsius, time 1 hour. Product: CN(C)CC1C(=C\C(\CC1)=C/C=1C=C(C(=O)N(CC)CC)C=CC1)C1=CC(=CC=C1)OC (Z-3-[4-dimethylaminomethyl-3-(3-methoxy-phenyl)-cyclohex-2-enylidenemethyl]-N,N-diethyl-benzamide). The yield is 42.2%. As a reaction SMILES: [CH3:1][N:2]([CH2:4][CH:5]1[CH2:10][CH2:9]/[C:8](=[CH:11]/[C:12]2[CH:13]=[C:14]([CH:18]=[CH:19][CH:20]=2)[C:15]([OH:17])=O)/[CH:7]=[C:6]1[C:21]1[CH:26]=[CH:25][CH:24]=[C:23]([O:27][CH3:28])[CH:22]=1)[CH3:3].C1CCC(N=C=NC2CCCCC2)CC1.O[CH:45]1[CH2:50][C:49](=O)[NH:48][C:46]1=O.C(NCC)C.[Cl-].[Na+]>CN(C)C=O>[CH3:3][N:2]([CH2:4][CH:5]1[CH2:10][CH2:9]/[C:8](=[CH:11]/[C:12]2[CH:13]=[C:14]([CH:18]=[CH:19][CH:20]=2)[C:15]([N:48]([CH2:49][CH3:50])[CH2:46][CH3:45])=[O:17])/[CH:7]=[C:6]1[C:21]1[CH:26]=[CH:25][CH:24]=[C:23]([O:27][CH3:28])[CH:22]=1)[CH3:1] |f:4.5|. Procedure details: 1.8 g of the Z-3-[4-dimethylaminomethyl-3-(3-methoxy-phenyl)-cyclohex-2-enylidenemethyl]-benzoic acid base prepared according to example 4 were dissolved in 50 ml analytical grade dimethylformamide, and 2 g DCC and 1.1 g hydroxysuccinimide were added at 0° C. to 15° C. The mixture was stirred at 0° C. for one hour and 2 ml diethylamine were then added dropwise at this temperature. The mixture was stirred at 0° C. for an additional hour and then at room temperature for four days. The reaction mix... Starting materials: FB(F)F, CC(=O)Nc1ccc(CCc2coc3cccc(O)c23)cc1, CC(=O)OCC1OC(OC(=N)C(Cl)(Cl)Cl)C(OC(C)=O)C(OC(C)=O)C1OC(C)=O, O=C([O-])O, CCOCC, ClCCl, [Na+]. The product is CC(=O)Nc1ccc(CCc2coc3cccc(OC4OC(COC(C)=O)C(OC(C)=O)C(OC(C)=O)C4OC(C)=O)c23)cc1. As a reaction SMILES: [B:58]([F:59])([F:60])[F:61].[C:1]([CH3:2])(=[O:3])[NH:4][c:5]1[cH:6][cH:7][c:8]([CH2:11][CH2:12][c:13]2[cH:14][o:15][c:16]3[c:17]2[c:18]([OH:22])[cH:19][cH:20][cH:21]3)[cH:9][cH:10]1.[C:23]([CH3:24])(=[O:25])[O:26][CH:27]1[CH:28]([O:29][C:30](=[NH:31])[C:32]([Cl:33])([Cl:34])[Cl:35])[O:36][CH:37]([CH2:48][O:49][C:50]([CH3:51])=[O:52])[CH:38]([O:44][C:45]([CH3:46])=[O:47])[CH:39]1[O:40][C:41]([CH3:42])=[O:43].[C:62](=[O:63])([O-:64])[OH:65].[CH2:53]([O:54][CH2:55][CH3:56])[CH3:57].[Cl:67][CH2:68][Cl:69].[Na+:66]>>[C:1]([CH3:2])(=[O:3])[NH:4][c:5]1[cH:6][cH:7][c:8]([CH2:11][CH2:12][c:13]2[cH:14][o:15][c:16]3[c:17]2[c:18]([O:22][CH:28]2[CH:27]([O:26][C:23]([CH3:24])=[O:25])[CH:39]([O:40][C:41]([CH3:42])=[O:43])[CH:38]([O:44][C:45]([CH3:46])=[O:47])[CH:37]([CH2:48][O:49][C:50]([CH3:51])=[O:52])[O:36]2)[cH:19][cH:20][cH:21]3)[cH:9][cH:10]1. Starting materials: CO (methanol), ClC1=C(C=CC=C1C=1N=C(SC1C1=NC(=NC=C1)Cl)C1CCOCC1)NS(=O)(=O)C1=C(C=CC=C1F)F (N-{2-chloro-3-[5-(2-chloro-4-pyrimidinyl)-2-(tetrahydro-2H-pyran-4-yl)-1,3-thiazol-4-yl]phenyl}-2,6-difluorobenzenesulfonamide), N (ammonia). Yields the product NC1=NC=CC(=N1)C1=C(N=C(S1)C1CCOCC1)C=1C(=C(C=CC1)NS(=O)(=O)C1=C(C=CC=C1F)F)Cl (N-{3-[5-(2-amino-4-pyrimidinyl)-2-(tetrahydro-2H-pyran-4-yl)-1,3-thiazol-4-yl]-2-chlorophenyl}-2,6-difluorobenzenesulfonamide), solid. Isolated yield 33.0%. Reaction SMILES: [Cl:1][C:2]1[C:7]([C:8]2[N:9]=[C:10]([CH:20]3[CH2:25][CH2:24][O:23][CH2:22][CH2:21]3)[S:11][C:12]=2[C:13]2[CH:18]=[CH:17][N:16]=[C:15](Cl)[N:14]=2)=[CH:6][CH:5]=[CH:4][C:3]=1[NH:26][S:27]([C:30]1[C:35]([F:36])=[CH:34][CH:33]=[CH:32][C:31]=1[F:37])(=[O:29])=[O:28].[NH3:38].CO>>[NH2:38][C:15]1[N:14]=[C:13]([C:12]2[S:11][C:10]([CH:20]3[CH2:25][CH2:24][O:23][CH2:22][CH2:21]3)=[N:9][C:8]=2[C:7]2[C:2]([Cl:1])=[C:3]([NH:26][S:27]([C:30]3[C:31]([F:37])=[CH:32][CH:33]=[CH:34][C:35]=3[F:36])(=[O:29])=[O:28])[CH:4]=[CH:5][CH:6]=2)[CH:18]=[CH:17][N:16]=1. Procedure details: Following a procedure analogous to the procedure described in Example 52, Step B using N-{2-chloro-3-[5-(2-chloro-4-pyrimidinyl)-2-(tetrahydro-2H-pyran-4-yl)-1,3-thiazol-4-yl]phenyl}-2,6-difluorobenzenesulfonamide (156 mg, 0.267 mmol) and ammonia in methanol (10 mL, 70 mmol), the title compound was obtained as a yellow solid (53 mg, 33% yield). MS (ESI): 564 [M+H]+. Starting materials: O=C1c2ccccc2C(=O)N1c1cccc(CBr)n1, O=C([O-])[O-], COC(=O)C(C)(C)Cc1c(C(=O)C(C)(C)C)c2cc(O)ccn2c1C(=O)c1ccc(OC)cc1, [K+], [K+], CN(C)C=O. Product: COC(=O)C(C)(C)Cc1c(C(=O)C(C)(C)C)c2cc(OCc3cccc(N4C(=O)c5ccccc5C4=O)n3)ccn2c1C(=O)c1ccc(OC)cc1. Reaction SMILES: [Br:35][CH2:36][c:37]1[cH:38][cH:39][cH:40][c:41]([N:43]2[C:44](=[O:53])[c:45]3[cH:46][cH:47][cH:48][cH:49][c:50]3[C:51]2=[O:52])[n:42]1.[C:54](=[O:55])([O-:56])[O-:57].[CH3:1][C:2]([C:3](=[O:4])[c:5]1[c:6]([CH2:25][C:26]([C:27](=[O:28])[O:29][CH3:30])([CH3:31])[CH3:32])[c:7]([C:15]([c:16]2[cH:17][cH:18][c:19]([O:22][CH3:23])[cH:20][cH:21]2)=[O:24])[n:8]2[cH:9][cH:10][c:11]([OH:14])[cH:12][c:13]12)([CH3:33])[CH3:34].[K+:58].[K+:59].[O:60]=[CH:61][N:62]([CH3:63])[CH3:64]>>[CH3:1][C:2]([C:3](=[O:4])[c:5]1[c:6]([CH2:25][C:26]([C:27](=[O:28])[O:29][CH3:30])([CH3:31])[CH3:32])[c:7]([C:15]([c:16]2[cH:17][cH:18][c:19]([O:22][CH3:23])[cH:20][cH:21]2)=[O:24])[n:8]2[cH:9][cH:10][c:11]([O:14][CH2:36][c:37]3[cH:38][cH:39][cH:40][c:41]([N:43]4[C:44](=[O:53])[c:45]5[cH:46][cH:47][cH:48][cH:49][c:50]5[C:51]4=[O:52])[n:42]3)[cH:12][c:13]12)([CH3:33])[CH3:34]. Reactants: C(C)(C)N(C(C)C)CC (N,N-diisopropylethylamine), O (Water), Cl.COC(CCCNC)=O (4-methylaminobutyric acid methyl ester hydrochloride), C1(=C(C=CC=C1)NC(=O)OC1CCN(CC1)CCC(=O)O)C1=CC=CC=C1 (3-[4-(biphenyl-2-ylcarbamoyloxy)piperidin-1-yl]propionic acid), N,N,N,N-tetramethyl-O-(7-azabenzotriazol-1-yl)uronium hexafluorophosphate. Run in C(Cl)Cl (DCM), C(Cl)Cl (DCM). The product is COC(CCCNCC(CCN1CCC(CC1)OC(NC1=C(C=CC=C1)C1=CC=CC=C1)=O)=O)=O (4-({3-[4-(Biphenyl-2-ylcarbamoyloxy)piperidin-1-yl]propionyl}methyl-amino)butyric Acid Methyl Ester). Isolated yield 127.4%. RXN SMILES: Cl.[CH3:2][O:3][C:4](=[O:10])[CH2:5][CH2:6][CH2:7][NH:8][CH3:9].[C:11]1([C:32]2[CH:37]=[CH:36][CH:35]=[CH:34][CH:33]=2)[CH:16]=[CH:15][CH:14]=[CH:13][C:12]=1[NH:17][C:18]([O:20][CH:21]1[CH2:26][CH2:25][N:24]([CH2:27][CH2:28][C:29](O)=[O:30])[CH2:23][CH2:22]1)=[O:19].C(N(CC)C(C)C)(C)C.O>C(Cl)Cl>[CH3:2][O:3][C:4](=[O:10])[CH2:5][CH2:6][CH2:7][NH:8][CH2:9][C:29](=[O:30])[CH2:28][CH2:27][N:24]1[CH2:25][CH2:26][CH:21]([O:20][C:18](=[O:19])[NH:17][C:12]2[CH:13]=[CH:14][CH:15]=[CH:16][C:11]=2[C:32]2[CH:33]=[CH:34][CH:35]=[CH:36][CH:37]=2)[CH2:22][CH2:23]1 |f:0.1|. Procedure details: To a stirred mixture of 4-methylaminobutyric acid methyl ester hydrochloride (546 mg, 3.26 mmol) and 3-[4-(biphenyl-2-ylcarbamoyloxy)piperidin-1-yl]propionic acid (1.20 g, 3.26 mmol) in DCM (15 mL) was added N,N,N,N-tetramethyl-O-(7-azabenzotriazol-1-yl)uronium hexafluorophosphate (1.36 g, 3.58 mmol) followed by N,N-diisopropylethylamine (1.42 mL, 8.15 mmol). LC-MS (Method 2-90) showed product was present (Rt 3.11 min; m/z 482.4 [M+H]+). Water and DCM were added and the layers were separated. Th...